describe an organic reaction: reactants, conditions, products, and yield From a dataset of the Open Reaction Database (ORD), a public repository of structured organic reaction records. Procedure: (0.2 g KH2PO4, 8 g NaCl, 0.16 g Na2HPO4.7H2O in one liter of distilled water, pH 7.5). Buffer TEGT: 50 mM Tris-HCl, 10% (vol/vol) glycerol, 1 mM EDTA, 10 mM monothioglycerol and 9.92% sodium azide, pH 7.4 at 2° C. Buffer TEGT/Mo: buffer TEGT containing 19 mM sodium molybdate. Buffer TEGT/Mo/KCl: buffer TEGT/Mo containing 9.4M KCl. Starting materials: OP(=O)(O)[O-].[K+] (KH2PO4), C(C(CO)(CO)N)O.Cl (Tris-HCl), C(CN(CC(=O)O)CC(=O)O)N(CC(=O)O)CC(=O)O (EDTA), Mo KCl, Mo, [N-]=[N+]=[N-].[Na+] (sodium azide), [Na+].[Cl-] (NaCl), Na2HPO4.7H2O, C(C(CS)O)O (monothioglycerol). Reagents/catalysts: [O-][Mo](=O)(=O)[O-].[Na+].[Na+] (sodium molybdate). Product: OP(=O)(O)[O-].OP(=O)([O-])[O-].[Na+].[Na+].[Na+].[Cl-].[Cl-].[K+].[K+] (Phosphate buffered saline). Reaction SMILES: [OH:1][P:2]([O-:5])([OH:4])=[O:3].[K+:6].[Na+:7].[Cl-:8].C(O)C(N)(CO)CO.Cl.C(N(CC(O)=O)CC(O)=O)CN(CC(O)=O)CC(O)=O.C(O)C(O)CS.[N-]=[N+]=[N-].[Na+]>O.[O-][Mo]([O-])(=O)=O.[Na+].[Na+].OCC(CO)O>[OH:3][P:2]([O-:5])([OH:4])=[O:1].[OH:3][P:2]([O-:5])([O-:4])=[O:1].[Na+:7].[Na+:7].[Na+:7].[Cl-:8].[Cl-:8].[K+:6].[K+:6] |f:0.1,2.3,4.5,8.9,11.12.13,15.16.17.18.19.20.21.22.23|. Solvent: O (water), OCC(O)CO (glycerol). The reactants are O=C([O-])[O-], CCOC(C)=O, CC#N, CCCCCC, [K+], [K+], CNC(=O)OC1OC=C(C(=O)O)C2CC3OC3(C)C12, CCOS(=O)(=O)OCC. Yields the product CCOC(=O)C1=COC(OC(=O)NC)C2C1CC1OC12C. RXN SMILES: [C:1](=[O:2])([O-:3])[O-:4].[C:38]([O:39][CH2:40][CH3:41])(=[O:42])[CH3:43].[CH3:16][C:17]#[N:18].[CH3:44][CH2:45][CH2:46][CH2:47][CH2:48][CH3:49].[K+:5].[K+:6].[O:19]1[CH:20]2[CH2:21][CH:22]3[CH:23]([CH:24]([O:31][C:32]([NH:33][CH3:34])=[O:35])[O:25][CH:26]=[C:27]3[C:28](=[O:29])[OH:30])[C:36]12[CH3:37].[S:7]([O:8][CH2:9][CH3:10])([O:13][CH2:11][CH3:12])(=[O:14])=[O:15]>>[CH2:11]([CH3:12])[O:29][C:28]([C:27]1=[CH:26][O:25][CH:24]([O:31][C:32]([NH:33][CH3:34])=[O:35])[CH:23]2[CH:22]1[CH2:21][CH:20]1[O:19][C:36]12[CH3:37])=[O:30]. Starting materials: N1(N=NC=C1)C1CN(CCC1)C(=O)OC(C)(C)C (tert-butyl 3-(1H-1,2,3-triazol-1-yl)piperidine-1-carboxylate), Cl (HCl). The solvent is CO (MeOH). Run at temperature 30 celsius, time 5 hour. Yields the product Cl.N1(N=NC=C1)C1CNCCC1 (3-(1H-1,2,3-triazol-1-yl)piperidine hydrochloride). As a reaction SMILES: [N:1]1([CH:6]2[CH2:11][CH2:10][CH2:9][N:8](C(OC(C)(C)C)=O)[CH2:7]2)[CH:5]=[CH:4][N:3]=[N:2]1.[ClH:19]>CO>[ClH:19].[N:1]1([CH:6]2[CH2:11][CH2:10][CH2:9][NH:8][CH2:7]2)[CH:5]=[CH:4][N:3]=[N:2]1 |f:3.4|. Reported procedure: A 100-mL round-bottomed flask was charged with a solution of tert-butyl 3-(1H-1,2,3-triazol-1-yl)piperidine-1-carboxylate (2.8 g, 11.11 mmol, 1.00 equiv) in MeOH (50 mL). To this mixture was added conc. HCl (10 mL). The resulting solution was stirred at 30° C. for 5 hours in an oil bath. Upon completion, the resulting mixture was cooled down to room temperature and concentrated on a rotary evaporator affording 3-(1H-1,2,3-triazol-1-yl)piperidine hydrochloride as pale yellow solid (3 g). Reactants: C1=CC=CC=2C3=CC=CC=C3C(C12)C=1C(NC(N(C1)CC=1C=C(C(=O)OC)C=CC1)=O)=O (3-[[5-[9H-Fluoren-9-yl]-3,4-dihydro-2,4-dioxo-1(2H)-pyrimidinyl]methyl]benzoic acid, methyl ester), COC=1C=CC(=CC1)P2(=S)SP(=S)(S2)C=3C=CC(=CC3)OC (Lawesson's reagent). Run in O1CCCC1 (tetrahydrofuran). Product: C1=CC=CC=2C3=CC=CC=C3C(C12)C=1C(NC(N(C1)CC=1C=C(C(=O)OC)C=CC1)=O)=S (3-[[5-[9H-Fluoren-9-yl]-3,4-dihydro-2-oxo-4-thioxo-1(2H)-pyrimidinyl]methyl]benzoic acid, methyl ester). RXN SMILES: [CH:1]1[C:13]2[CH:12]([C:14]3[C:15](=O)[NH:16][C:17](=[O:31])[N:18]([CH2:20][C:21]4[CH:22]=[C:23]([CH:28]=[CH:29][CH:30]=4)[C:24]([O:26][CH3:27])=[O:25])[CH:19]=3)[C:11]3[C:6](=[CH:7][CH:8]=[CH:9][CH:10]=3)[C:5]=2[CH:4]=[CH:3][CH:2]=1.COC1C=CC(P2(SP(C3C=CC(OC)=CC=3)(=S)S2)=[S:42])=CC=1>O1CCCC1>[CH:1]1[C:13]2[CH:12]([C:14]3[C:15](=[S:42])[NH:16][C:17](=[O:31])[N:18]([CH2:20][C:21]4[CH:22]=[C:23]([CH:28]=[CH:29][CH:30]=4)[C:24]([O:26][CH3:27])=[O:25])[CH:19]=3)[C:11]3[C:6](=[CH:7][CH:8]=[CH:9][CH:10]=3)[C:5]=2[CH:4]=[CH:3][CH:2]=1. Procedure details: A mixture of the product from step (iv) (0.3 g) and Lawesson's reagent (0.286 g) in tetrahydrofuran (8 ml) was heated at reflux for 6 hours then cooled and partitioned between ethyl acetate and aqueous sodium bicarbonate. The organic phase was dried (MgSO4) and evaporated. Purified by chromatography eluting with 30-40% ethyl acetate in isohexane. The reactants are BrC1=CC=CC=2C3=C(NC12)C1CCN(C3)CC1 (7-bromo-3,4,5,6-tetrahydro-1H-2,5-ethanoazepino[4,3-b]indole), C1(=CC=CC=C1)/C=C/B(O)O ((E)-phenylethenylboronic acid). The product is C1(=CC=CC=C1)/C=C/C1=CC=CC=2C3=C(NC12)C1CCN(C3)CC1 (7-[(E)-2-phenylvinyl]-3,4,5,6-tetrahydro-1H-2,5-ethanoazepino[4,3-b]indole). RXN SMILES: Br[C:2]1[C:10]2[NH:9][C:8]3[CH:11]4[CH2:17][CH2:16][N:14]([CH2:15][C:7]=3[C:6]=2[CH:5]=[CH:4][CH:3]=1)[CH2:13][CH2:12]4.[C:18]1(/[CH:24]=[CH:25]/B(O)O)[CH:23]=[CH:22][CH:21]=[CH:20][CH:19]=1>>[C:18]1(/[CH:24]=[CH:25]/[C:2]2[C:10]3[NH:9][C:8]4[CH:11]5[CH2:17][CH2:16][N:14]([CH2:15][C:7]=4[C:6]=3[CH:5]=[CH:4][CH:3]=2)[CH2:13][CH2:12]5)[CH:23]=[CH:22][CH:21]=[CH:20][CH:19]=1. Procedure details: The product of Example 1B (100 mg, 0.34 mmol) and (E)-phenylethenylboronic acid (56 mg, 0.38 mmol; Aldrich) were processed as described in Example 4 to provide the title compound: 1H NMR (400 MHz, methanol-d4) δ ppm 2.03-2.18 (m, 4 H), 3.04-3.13 (m, 2 H), 3.13-3.18 (m, 1 H), 3.21-3.28 (m, 2 H), 4.24 (s, 2 H), 7.01 (t, J=7.6 Hz, 1 H), 7.19-7.28 (m, 3 H), 7.32-7.41 (m, 3 H), 7.60 (d, J=12.2 Hz, 1 H), 7.62-7.65 (m, 2 H); MS (DCI) m/z 315 (M+H)+. Reactants: ClC1=NC=C2NC(=NC2=N1)SC (2-chloro-8-(methylthio)-7H-purine), S(=O)(=O)(O[O-])[O-].[K+].[K+] (potassium peroxymonosulfate), CC#N.O (CH3CN water). Reaction conditions: time 17 hour. Product: ClC1=NC=C2NC(=NC2=N1)S(=O)(=O)C (2-chloro-8-(methylsulfonyl)-7H-purine). RXN SMILES: [Cl:1][C:2]1[N:10]=[C:9]2[C:5]([NH:6][C:7](SC)=[N:8]2)=[CH:4][N:3]=1.[S:13]([O-:18])(O[O-])(=O)=[O:14].[K+].[K+].[CH3:21]C#N.O>>[Cl:1][C:2]1[N:10]=[C:9]2[C:5]([NH:6][C:7]([S:13]([CH3:21])(=[O:18])=[O:14])=[N:8]2)=[CH:4][N:3]=1 |f:1.2.3,4.5|. Reported procedure: To a stirring solution of 2-chloro-8-(methylthio)-7H-purine (700.0 mg, 3.49 mmol) in 50% CH3CN/water (44.8 mL) was added potassium peroxymonosulfate (oxone, 4.72 g, 7.68 mmol). The reaction was stirred under N2 at RT for 17 h, then filtered and the filtrate was added to a stirring EtOAc (1 L)/water (0.56 L) mixture. The aqueous layer was separated and back-extracted with EtOAc (0.2 L). The combined organic layers were evaporated under reduced pressure to afford the title compound. LC-MS: calcula... Reactants: NC1=C(C=CC(=C1)OC)C1CC=2C=CC(=CC2CC1)O (6-(2-amino-4-methoxyphenyl)-5,6,7,8-tetrahydronaphthalen-2-ol), N1C=NC=C1 (imidazole), [Si](C)(C)(C(C)(C)C)Cl (tert-butyldimethylsilyl chloride). Run in CN(C=O)C (N,N-dimethylformamide). Reaction conditions: time 1 hour. Product: [Si](C)(C)(C(C)(C)C)OC=1C=C2CCC(CC2=CC1)C1=C(C=C(C=C1)OC)N (2-[6-(tert-Butyldimethylsilyloxy)-1,2,3,4-tetrahydronaphthalen-2-yl]-5-methoxyphenylamine). Yield: 66.5%. Reaction SMILES: [NH2:1][C:2]1[CH:7]=[C:6]([O:8][CH3:9])[CH:5]=[CH:4][C:3]=1[CH:10]1[CH2:19][CH2:18][C:17]2[CH:16]=[C:15]([OH:20])[CH:14]=[CH:13][C:12]=2[CH2:11]1.N1C=CN=C1.[Si:26](Cl)([C:29]([CH3:32])([CH3:31])[CH3:30])([CH3:28])[CH3:27]>CN(C)C=O>[Si:26]([O:20][C:15]1[CH:16]=[C:17]2[C:12](=[CH:13][CH:14]=1)[CH2:11][CH:10]([C:3]1[CH:4]=[CH:5][C:6]([O:8][CH3:9])=[CH:7][C:2]=1[NH2:1])[CH2:19][CH2:18]2)([C:29]([CH3:32])([CH3:31])[CH3:30])([CH3:28])[CH3:27]. Procedure: To a solution of 6-(2-amino-4-methoxyphenyl)-5,6,7,8-tetrahydronaphthalen-2-ol (850 mg) in N,N-dimethylformamide (10 ml) were sequentially added imidazole (500 mg) and tert-butyldimethylsilyl chloride (480 mg), and the solution was stirred for 1 hour at room temperature. The solution was extracted with ethyl acetate, then sequentially washed with water and brine, dried over anhydrous magnesium sulfate, and then the solvent was evaporated in vacuo. The residue was purified by silica gel column ch... Reactants: BrC=1C=C2C=3CCCC(C3NC2=CC1)N (6-bromo-2,3,4,9-tetrahydro-1H-carbazol-1-amine), C1(=CC(=CC=C1)C(=O)Cl)C (m-toluoyl chloride). The product is BrC=1C=C2C=3CCCC(C3NC2=CC1)NC(C1=CC(=CC=C1)C)=O (N-(6-Bromo-2,3,4,9-tetrahydro-1H-carbazol-1-yl)-3-methylbenzamide), solid. Yield: 51.0%. As a reaction SMILES: [Br:1][C:2]1[CH:3]=[C:4]2[C:12](=[CH:13][CH:14]=1)[NH:11][C:10]1[CH:9]([NH2:15])[CH2:8][CH2:7][CH2:6][C:5]2=1.[C:16]1([CH3:25])[CH:21]=[CH:20][CH:19]=[C:18]([C:22](Cl)=[O:23])[CH:17]=1>>[Br:1][C:2]1[CH:3]=[C:4]2[C:12](=[CH:13][CH:14]=1)[NH:11][C:10]1[CH:9]([NH:15][C:22](=[O:23])[C:18]3[CH:19]=[CH:20][CH:21]=[C:16]([CH3:25])[CH:17]=3)[CH2:8][CH2:7][CH2:6][C:5]2=1. Procedure details: N-(6-Bromo-2,3,4,9-tetrahydro-1H-carbazol-1-yl)-3-methylbenzamide was prepared from 6-bromo-2,3,4,9-tetrahydro-1H-carbazol-1-amine and m-toluoyl chloride in a similar manner as described above to give a tan solid (51% yield). 1H-NMR (CDCl3): δ 8.95 (s, 1H), 7.63-7.59 (m, 2H), 7.55 (m, 1H), 7.33 (m, 2H), 7.23 (m, 1H), 7.17 (d, 1H), 6.38 (d, 1H), 5.32 (m, 1H), 2.72 (m, 2H), 2.40 (s, 3H), 2.31 (m, 1H), 1.98 (m, 3H); MS m/z 383 (M−1).